This data is from the Open Reaction Database (ORD), a public repository of structured organic reaction records. The task is: describe an organic reaction: reactants, conditions, products, and yield Reactants: CC(C)(N)Cc1ccc2ccccc2c1, CC#N, [O-][Cl+3]([O-])([O-])[O-], [Li+], COC(=O)CCc1ccccc1C(C)OCC1CO1. Yields the product COC(=O)CCc1ccccc1C(C)OCC(O)CNC(C)(C)Cc1ccc2ccccc2c1. RXN SMILES: [CH3:20][C:21]([CH2:22][c:23]1[cH:24][c:25]2[cH:26][cH:27][cH:28][cH:29][c:30]2[cH:31][cH:32]1)([CH3:33])[NH2:34].[CH3:41][C:42]#[N:43].[Cl+3:35]([O-:36])([O-:37])([O-:38])[O-:39].[Li+:40].[O:1]1[CH:2]([CH2:4][O:5][CH:6]([CH3:7])[c:8]2[c:9]([CH2:14][CH2:15][C:16](=[O:17])[O:18][CH3:19])[cH:10][cH:11][cH:12][cH:13]2)[CH2:3]1>>[OH:1][CH:2]([CH2:3][NH:34][C:21]([CH3:20])([CH2:22][c:23]1[cH:24][c:25]2[cH:26][cH:27][cH:28][cH:29][c:30]2[cH:31][cH:32]1)[CH3:33])[CH2:4][O:5][CH:6]([CH3:7])[c:8]1[c:9]([CH2:14][CH2:15][C:16](=[O:17])[O:18][CH3:19])[cH:10][cH:11][cH:12][cH:13]1. Starting materials: IC1=NC(=NC=C1)SC (4-iodo-2-methylthiopyrimidine), FC1=CC=C(C=C1)C=1NC=2C(=NC(=CC2)N2CCN(CC2)C(=O)OC(C)(C)C)N1 (2-(4-Fluorophenyl)-5-(4-tert.butoxycarbonyl-1-piperazinyl)imidazo[4,5-b]pyridine). Run in C1(=CC=CC=C1)C (toluene), C1(=CC=CC=C1)C (toluene), CN(C)C=O (DMF). Run at time 30 minute. Product: FC1=CC=C(C=C1)C=1N(C=2C(=NC(=CC2)N2CCN(CC2)C(=O)OC(C)(C)C)N1)C1=NC(=NC=C1)SC (2-(4-Fluorophenyl)-1-(2-methylthio-4-pyrimidinyl)-5-(4-tert.butoxycarbonyl-1-piperazinyl)imidazo[4,5-b]pyridine). Reaction SMILES: [F:1][C:2]1[CH:7]=[CH:6][C:5]([C:8]2[NH:9][C:10]3[C:11]([N:29]=2)=[N:12][C:13]([N:16]2[CH2:21][CH2:20][N:19]([C:22]([O:24][C:25]([CH3:28])([CH3:27])[CH3:26])=[O:23])[CH2:18][CH2:17]2)=[CH:14][CH:15]=3)=[CH:4][CH:3]=1.I[C:31]1[CH:36]=[CH:35][N:34]=[C:33]([S:37][CH3:38])[N:32]=1>C1(C)C=CC=CC=1.CN(C=O)C>[F:1][C:2]1[CH:3]=[CH:4][C:5]([C:8]2[N:9]([C:31]3[CH:36]=[CH:35][N:34]=[C:33]([S:37][CH3:38])[N:32]=3)[C:10]3[C:11]([N:29]=2)=[N:12][C:13]([N:16]2[CH2:17][CH2:18][N:19]([C:22]([O:24][C:25]([CH3:26])([CH3:28])[CH3:27])=[O:23])[CH2:20][CH2:21]2)=[CH:14][CH:15]=3)=[CH:6][CH:7]=1. Reported procedure: KN(TMS)2 (812 mg, 3.85 mmol) in toluene (3.85 ml) is added at 0° C. to a solution of 2-(4-Fluorophenyl)-5-(4-tert.butoxycarbonyl-1-piperazinyl)imidazo[4,5-b]pyridine (1.4 g, 3.5 mmol) in DMF (7 ml). After stirring at room temperature for 30 min., 4-iodo-2-methylthiopyrimidine (970 mg, 3.85 mmol) in toluene (3.85 ml) is added and the reaction stirred at room temperature for 1 h. Toluene is evaporated, the reaction mixture heated to 120° C. for 18 h, poured on water and extracted with ethyl acetat...